From a dataset of the Open Reaction Database (ORD), a public repository of structured organic reaction records. describe an organic reaction: reactants, conditions, products, and yield Starting materials: O=C(O)C1Cc2c([nH]c3ccccc23)CN1, CCO, Cl, [K+], [OH-], S=C=S, ClCc1ccccn1. Yields the product O=C(O)C1Cc2c([nH]c3ccccc23)CN1C(=S)SCc1ccccn1. Reaction SMILES: [CH2:1]1[NH:2][CH:3]([C:14](=[O:15])[OH:16])[CH2:4][c:5]2[c:6]3[cH:7][cH:8][cH:9][cH:10][c:11]3[nH:12][c:13]21.[CH3:31][CH2:32][OH:33].[ClH:22].[K+:18].[OH-:17].[S:19]=[C:20]=[S:21].[n:23]1[c:24]([CH2:29][Cl:30])[cH:25][cH:26][cH:27][cH:28]1>>[CH2:1]1[N:2]([C:20]([S:19][CH2:29][c:24]2[n:23][cH:28][cH:27][cH:26][cH:25]2)=[S:21])[CH:3]([C:14](=[O:15])[OH:16])[CH2:4][c:5]2[c:6]3[cH:7][cH:8][cH:9][cH:10][c:11]3[nH:12][c:13]21. Reactants: B, CC(C(=O)Nc1ccc(Br)cc1)N1CCCC1, CO, C1CCOC1. The product is CC(CNc1ccc(Br)cc1)N1CCCC1. RXN SMILES: [BH3:1].[Br:7][c:8]1[cH:9][cH:10][c:11]([NH:14][C:15]([CH:16]([CH3:17])[N:18]2[CH2:19][CH2:20][CH2:21][CH2:22]2)=[O:23])[cH:12][cH:13]1.[CH3:24][OH:25].[O:2]1[CH2:3][CH2:4][CH2:5][CH2:6]1>>[Br:7][c:8]1[cH:9][cH:10][c:11]([NH:14][CH2:15][CH:16]([CH3:17])[N:18]2[CH2:19][CH2:20][CH2:21][CH2:22]2)[cH:12][cH:13]1. Starting materials: CN1C=NC=C1 (N-methylimidazole), CS(=O)(=O)NC1=C2C=CC(=C(C2=CC=C1)O)NC(CCl)=O (N-(5-methanesulphonylamino-1-hydroxynaphthalen-2-yl)-2-chloroacetamide). The solvent is O1CCCC1 (tetrahydrofuran). The product is [Cl-].OC1=C(C=CC2=C(C=CC=C12)NS(=O)(=O)C)NC(=O)CN1C=[N+](C=C1)C (3-[(1-hydroxy-5-methanesulphonylaminonaphthalen-2-ylcarbamoyl)methyl]-1-methyl-3H-imidazol-1-ium chloride). The yield is 70.0%. Reaction SMILES: [CH3:1][N:2]1[CH:6]=[CH:5][N:4]=[CH:3]1.[CH3:7][S:8]([NH:11][C:12]1[CH:21]=[CH:20][CH:19]=[C:18]2[C:13]=1[CH:14]=[CH:15][C:16]([NH:23][C:24](=[O:27])[CH2:25][Cl:26])=[C:17]2[OH:22])(=[O:10])=[O:9]>O1CCCC1>[Cl-:26].[OH:22][C:17]1[C:18]2[C:13](=[C:12]([NH:11][S:8]([CH3:7])(=[O:10])=[O:9])[CH:21]=[CH:20][CH:19]=2)[CH:14]=[CH:15][C:16]=1[NH:23][C:24]([CH2:25][N:4]1[CH:5]=[CH:6][N+:2]([CH3:1])=[CH:3]1)=[O:27] |f:3.4|. Procedure details: 0.25 ml of N-methylimidazole (3.1 mmol) was introduced into a solution of N-(5-methanesulphonylamino-1-hydroxynaphthalen-2-yl)-2-chloroacetamide obtained above in the preceding step (1 g, 3 mmol) in 20 ml of tetrahydrofuran. The reaction medium was heated under reflux for 8 hours. The precipitate formed was drained, washed abundantly with dioxane and dried under vacuum to constant weight to give 0.86 g of 3-[(1-hydroxy-5-methanesulphonylaminonaphthalen-2-ylcarbamoyl)methyl]-1-methyl-3H-imidazol-... Starting materials: CCCCCCCCCCCCCCCC[N+](C)(C)C, [Cl-], [K+], O=[Mn](=O)(=O)[O-], O=[Mn](=O)(=O)[O-], O, Cc1cc(C(F)(F)F)nn1-c1ccccc1. Yields the product O=C(O)c1cc(C(F)(F)F)nn1-c1ccccc1. RXN SMILES: [CH3:30][CH2:31][CH2:32][CH2:33][CH2:34][CH2:35][CH2:36][CH2:37][CH2:38][CH2:39][CH2:40][CH2:41][CH2:42][CH2:43][CH2:44][CH2:45][N+:46]([CH3:47])([CH3:48])[CH3:49].[Cl-:29].[K+:22].[Mn:17](=[O:18])([O-:19])(=[O:20])=[O:21].[O-:23][Mn:24](=[O:25])(=[O:26])=[O:27].[OH2:28].[c:1]1(-[n:7]2[n:8][c:9]([C:13]([F:14])([F:15])[F:16])[cH:10][c:11]2[CH3:12])[cH:2][cH:3][cH:4][cH:5][cH:6]1>>[c:1]1(-[n:7]2[n:8][c:9]([C:13]([F:14])([F:15])[F:16])[cH:10][c:11]2[C:12]([OH:18])=[O:28])[cH:2][cH:3][cH:4][cH:5][cH:6]1. RXN SMILES: [CH3:1][O:2][CH2:3][N:4]1[CH:8]=[C:7]([N+:9]([O-])=O)[N:6]=[N:5]1.[Cl-].[NH4+].CO>[Zn].O1CCCC1>[CH3:1][O:2][CH2:3][N:4]1[CH:8]=[C:7]([NH2:9])[N:6]=[N:5]1 |f:1.2|. Solvent: O1CCCC1 (tetrahydrofuran). Reactants: COCN1N=NC(=C1)[N+](=O)[O-] (1-(methoxymethyl)-4-nitro-1H-1,2,3-triazole), [Cl-].[NH4+] (ammonium chloride), CO (methanol). Reagents/catalysts: [Zn] (zinc). Isolated yield 79.6%. Conditions: time 18 hour. Reported procedure: 1-(methoxymethyl)-4-nitro-1H-1,2,3-triazole (5.517 g, 34.891 mmol), zinc powder (22.697 g, 349.185 mmol) and ammonium chloride (18.678 g, 349.187 mmol) were added successively into a mixed solvent of methanol (100 mL) and tetrahydrofuran (100 mL), and stirred for 18 hours. The insoluble was removed by suction filtration. After concentration, 1-(methoxymethyl)-4-amino-1H-1,2,3-triazole was obtained as 3.56 g of a brown-yellow oil, at a yield of 79.6%. Product: COCN1N=NC(=C1)N (1-(methoxymethyl)-4-amino-1H-1,2,3-triazole), brown-yellow oil. Solvent: C(C)OCC (ethyl ether). Yields the product CC1(N=C(OC1)C1=C(C=O)C=C(C=C1)OC)C (2-(4,4-Dimethyl-4,5-dihydro-oxazol-2-yl)-5-methoxy-benzaldehyde). Reaction SMILES: [CH3:1][O:2][C:3]1[CH:8]=[CH:7][C:6]([C:9]2[O:10][CH2:11][C:12]([CH3:15])([CH3:14])[N:13]=2)=[CH:5][CH:4]=1.C([Li])CCC.CN([CH:24]=[O:25])C>C(OCC)C>[CH3:14][C:12]1([CH3:15])[CH2:11][O:10][C:9]([C:6]2[CH:5]=[CH:4][C:3]([O:2][CH3:1])=[CH:8][C:7]=2[CH:24]=[O:25])=[N:13]1. Procedure: In dry environment under N2, 2-(4-methoxy-phenyl)-4,4-dimethyl-4,5-dihydro-oxazole (20 g, 0.097 mole), prepared as described in example 1, was dissolved in ethyl ether (200 ml) and added at −2° C. with n-butyl lithium (44 ml, 0.11 mole), keeping the temperature below 5° C. The mixture was stirred and after 4 hours added with DMF (15.4 g, 16.3 ml, 0.21 mole). After stirring overnight at room temperature, the mixture was cooled and extracted with water/ice. The aqueous phase was extracted again wi... Reactants: COC1=CC=C(C=C1)C=1OCC(N1)(C)C (2-(4-methoxy-phenyl)-4,4-dimethyl-4,5-dihydro-oxazole), C(CCC)[Li] (n-butyl lithium), CN(C)C=O (DMF). Conditions: time 4 hour. Isolated yield 84.0%. Starting materials: Cl (hydrochloric acid), ClC=1OC(=C(N1)C1=CC=C(C=C1)Cl)CCC(=O)O (2-chloro-4-(4-chlorophenyl)-5-oxazolepropionic acid), N1C=NC=C1 (imidazole), C([O-])([O-])=O.[K+].[K+] (potassium carbonate). The solvent is CN(C=O)C (N,N-dimethylformamide), O (Water). Reaction conditions: temperature 130 celsius, time 2.5 hour. Product: ClC1=CC=C(C=C1)C=1N=C(OC1CCC(=O)O)N1C=NC=C1 (4-(4-chlorophenyl)-2-(1-imidazolyl)-5-oxazolepropionic acid). Yield: 85.0%. As a reaction SMILES: Cl[C:2]1[O:3][C:4]([CH2:14][CH2:15][C:16]([OH:18])=[O:17])=[C:5]([C:7]2[CH:12]=[CH:11][C:10]([Cl:13])=[CH:9][CH:8]=2)[N:6]=1.[NH:19]1[CH:23]=[CH:22][N:21]=[CH:20]1.C(=O)([O-])[O-].[K+].[K+].Cl>O.CN(C)C=O>[Cl:13][C:10]1[CH:11]=[CH:12][C:7]([C:5]2[N:6]=[C:2]([N:19]3[CH:23]=[CH:22][N:21]=[CH:20]3)[O:3][C:4]=2[CH2:14][CH2:15][C:16]([OH:18])=[O:17])=[CH:8][CH:9]=1 |f:2.3.4|. Procedure: A mixture of 2-chloro-4-(4-chlorophenyl)-5-oxazolepropionic acid (1.43 g), imidazole (1.70 g), potassium carbonate (2.80 g) and N,N-dimethylformamide (15 ml) was stirred at 130° C. for 2.5 hours. Water was added to the reaction mixture. The pH was then adjusted 6 with 2 N hydrochloric acid. The crystals thus precipitated were collected by filtration to obtain 4-(4-chlorophenyl)-2-(1-imidazolyl)-5-oxazolepropionic acid (1.35 g, 85%). This was recrystallized from methanol to give colorless needles...